From a dataset of the Open Reaction Database (ORD), a public repository of structured organic reaction records. describe an organic reaction: reactants, conditions, products, and yield Starting materials: C(C)OC(C(C)=C1CCOCC1)=O (2-(tetrahydropyran-4-ylidene)propionic acid ethyl ester), [H-].[Al+3].[Li+].[H-].[H-].[H-] (lithium aluminum hydride). Solvent: CCOCC (ether), CCOCC (ether). Reaction conditions: temperature 0 celsius, time 1 hour. Product: O1CCC(CC1)=C(CO)C (2-(tetrahydropyran-4-ylidene)propan-1-ol). Isolated yield 121.1%. RXN SMILES: C([O:3][C:4](=O)[C:5](=[C:7]1[CH2:12][CH2:11][O:10][CH2:9][CH2:8]1)[CH3:6])C.[H-].[Al+3].[Li+].[H-].[H-].[H-]>CCOCC>[O:10]1[CH2:11][CH2:12][C:7](=[C:5]([CH3:6])[CH2:4][OH:3])[CH2:8][CH2:9]1 |f:1.2.3.4.5.6|. Procedure details: To a cooled (0° C.) solution of 4.2 g (24.39 mmol) of 2-(tetrahydropyran-4-ylidene)propionic acid ethyl ester obtained in the above 1) in ether (50 mL) was added 1.20 g (31.7 mmol) of lithium aluminum hydride under an atmosphere of argon, and stirred for 1 hour at 0° C., followed by stirring for 2 hours at room temperature. After the reaction mixture was diluted with ether, excess reagent was carefully quenched with ethanol and aqueous ammonium chloride solution. After drying of the reaction mix... The reactants are O=C(c1ncc[nH]1)c1ncc[nH]1, CCOC(=O)CSc1cnc(N)s1, CN(C)c1ccncc1, c1ccc(OCC2CCC(NC3CCCCC3)CC2)cc1, C1CCOC1. Product: CCOC(=O)CSc1cnc(NC(=O)N(C2CCCCC2)C2CCC(COc3ccccc3)CC2)s1. RXN SMILES: [C:14](=[O:15])([c:16]1[nH:17][cH:18][cH:19][n:20]1)[c:21]1[nH:22][cH:23][cH:24][n:25]1.[CH2:1]([CH3:2])[O:3][C:4]([CH2:5][S:6][c:7]1[cH:8][n:9][c:10]([NH2:12])[s:11]1)=[O:13].[CH3:47][N:48]([CH3:49])[c:50]1[cH:51][cH:52][n:53][cH:54][cH:55]1.[CH:26]1([NH:32][CH:33]2[CH2:34][CH2:35][CH:36]([CH2:39][O:40][c:41]3[cH:42][cH:43][cH:44][cH:45][cH:46]3)[CH2:37][CH2:38]2)[CH2:27][CH2:28][CH2:29][CH2:30][CH2:31]1.[O:56]1[CH2:57][CH2:58][CH2:59][CH2:60]1>>[CH2:1]([CH3:2])[O:3][C:4]([CH2:5][S:6][c:7]1[cH:8][n:9][c:10]([NH:12][C:14](=[O:15])[N:32]([CH:26]2[CH2:27][CH2:28][CH2:29][CH2:30][CH2:31]2)[CH:33]2[CH2:34][CH2:35][CH:36]([CH2:39][O:40][c:41]3[cH:42][cH:43][cH:44][cH:45][cH:46]3)[CH2:37][CH2:38]2)[s:11]1)=[O:13]. Yields the product N#Cc1ccccc1-c1cc(-c2ccc(O)cn2)cn(-c2ccccc2)c1=O. Reaction SMILES: [C:1](=[O:2])([CH3:3])[O:4][c:5]1[cH:6][cH:7][c:8](-[c:11]2[cH:12][c:13](-[c:24]3[c:25]([C:30]#[N:31])[cH:26][cH:27][cH:28][cH:29]3)[c:14](=[O:23])[n:15](-[c:17]3[cH:18][cH:19][cH:20][cH:21][cH:22]3)[cH:16]2)[n:9][cH:10]1.[C:32](=[O:33])([O-:34])[O-:35].[CH3:38][OH:39].[CH3:40][CH2:41][O:42][C:43](=[O:44])[CH3:45].[K+:36].[K+:37]>>[OH:4][c:5]1[cH:6][cH:7][c:8](-[c:11]2[cH:12][c:13](-[c:24]3[c:25]([C:30]#[N:31])[cH:26][cH:27][cH:28][cH:29]3)[c:14](=[O:23])[n:15](-[c:17]3[cH:18][cH:19][cH:20][cH:21][cH:22]3)[cH:16]2)[n:9][cH:10]1. Reactants: CC(=O)Oc1ccc(-c2cc(-c3ccccc3C#N)c(=O)n(-c3ccccc3)c2)nc1, O=C([O-])[O-], CO, CCOC(C)=O, [K+], [K+].